From a dataset of the Open Reaction Database (ORD), a public repository of structured organic reaction records. describe an organic reaction: reactants, conditions, products, and yield Starting materials: C(#N)C1(CC1)C(=O)O (1-cyanocyclopropane-carboxylic acid), C(=O)(N1C=NC=C1)N1C=NC=C1 (carbonyldiimidazole), CC1=NC2=C(N1C1C[C@H]3CC[C@@H](C1)N3CCC3(CCNCC3)C3=CC=CC=C3)C=CC=C2 (2-Methyl-1-{(1R,5S)-8-[2-(4-phenyl-4-piperidinyl)ethyl]-8-azabicyclo[3.2.1]oct-3-yl}-1H-benzimidazole). The solvent is ClCCCl (DCE). The product is CC1=NC2=C(N1C1C[C@H]3CC[C@@H](C1)N3CCC3(CCN(CC3)C(=O)C3(CC3)C#N)C3=CC=CC=C3)C=CC=C2 (1-[(4-{2-[(1R,5S)-3-(2-methyl-1H-benzimidazol-1-yl)-8-azabicyclo[3.2.1]oct-8-yl]ethyl}-4-phenyl-1-piperidinyl)carbonyl]cyclopropanecarbonitrile). RXN SMILES: [C:1]([C:3]1([C:6]([OH:8])=O)[CH2:5][CH2:4]1)#[N:2].C(N1C=CN=C1)(N1C=CN=C1)=O.[CH3:21][C:22]1[N:26]([CH:27]2[CH2:33][C@H:32]3[N:34]([CH2:35][CH2:36][C:37]4([C:43]5[CH:48]=[CH:47][CH:46]=[CH:45][CH:44]=5)[CH2:42][CH2:41][NH:40][CH2:39][CH2:38]4)[C@H:29]([CH2:30][CH2:31]3)[CH2:28]2)[C:25]2[CH:49]=[CH:50][CH:51]=[CH:52][C:24]=2[N:23]=1>ClCCCl>[CH3:21][C:22]1[N:26]([CH:27]2[CH2:33][C@H:32]3[N:34]([CH2:35][CH2:36][C:37]4([C:43]5[CH:48]=[CH:47][CH:46]=[CH:45][CH:44]=5)[CH2:38][CH2:39][N:40]([C:6]([C:3]5([C:1]#[N:2])[CH2:5][CH2:4]5)=[O:8])[CH2:41][CH2:42]4)[C@H:29]([CH2:30][CH2:31]3)[CH2:28]2)[C:25]2[CH:49]=[CH:50][CH:51]=[CH:52][C:24]=2[N:23]=1. Reported procedure: To a solution of 1-cyanocyclopropane-carboxylic acid (38.9 mg, 0.351 mmole) in 1 ml of DCE was added carbonyldiimidazole (38.0 mg, 0.234 mmole) and the mixture was stirred until gas evolution stopped. 2-Methyl-1-{(1R,5S)-8-[2-(4-phenyl-4-piperidinyl)ethyl]-8-azabicyclo[3.2.1]oct-3-yl}-1H-benzimidazole (50.0 mg, 0.117 mmole) was added and the resulting mixture was stirred overnight. The solvent was evaporated and the reaction mixture was flashed on silica using a gradient of 1-8% MeOH in CHCl3 to... Starting materials: CCOC(=O)c1cc(C=O)sc1CC, ClCCl, C[Si](C)(C)OCCO[Si](C)(C)C, C[Si](C)(C)OS(=O)(=O)C(F)(F)F, c1ccncc1. Product: CCOC(=O)c1cc(C2OCCO2)sc1CC. As a reaction SMILES: [CH2:1]([CH3:2])[c:3]1[s:4][c:5]([CH:13]=[O:14])[cH:6][c:7]1[C:8](=[O:9])[O:10][CH2:11][CH3:12].[CH2:27]([Cl:28])[Cl:29].[CH3:15][Si:16]([O:17][CH2:18][CH2:19][O:22][Si:23]([CH3:24])([CH3:25])[CH3:26])([CH3:20])[CH3:21].[F:30][C:31]([F:32])([F:33])[S:34]([O:35][Si:36]([CH3:37])([CH3:38])[CH3:39])(=[O:40])=[O:41].[cH:42]1[cH:43][cH:44][n:45][cH:46][cH:47]1>>[CH2:1]([CH3:2])[c:3]1[s:4][c:5]([CH:13]2[O:14][CH2:19][CH2:18][O:17]2)[cH:6][c:7]1[C:8](=[O:9])[O:10][CH2:11][CH3:12]. Reactants: CC(C)(C)OC(=O)NC1COCCC1Nc1nc(Cl)c2c(c1F)CN(C(=O)OC(C)(C)C)C2=O, CCCC[Sn](CCCC)(CCCC)c1cc(C)ns1, Cc1ccccc1, O, c1ccc(P(c2ccccc2)(c2ccccc2)[Pd](P(c2ccccc2)(c2ccccc2)c2ccccc2)(P(c2ccccc2)(c2ccccc2)c2ccccc2)P(c2ccccc2)(c2ccccc2)c2ccccc2)cc1. Yields the product Cc1cc(-c2nc(NC3CCOCC3NC(=O)OC(C)(C)C)c(F)c3c2C(=O)N(C(=O)OC(C)(C)C)C3)sn1. As a reaction SMILES: [C:1]([CH3:2])([CH3:3])([CH3:4])[O:5][C:6](=[O:7])[NH:8][CH:9]1[CH2:10][O:11][CH2:12][CH2:13][CH:14]1[NH:15][c:16]1[c:17]([F:34])[c:18]2[c:19]([c:20]([Cl:22])[n:21]1)[C:23](=[O:33])[N:24]([C:26](=[O:27])[O:28][C:29]([CH3:30])([CH3:31])[CH3:32])[CH2:25]2.[CH3:35][c:36]1[n:37][s:38][c:39]([Sn:41]([CH2:42][CH2:43][CH2:44][CH3:45])([CH2:46][CH2:47][CH2:48][CH3:49])[CH2:50][CH2:51][CH2:52][CH3:53])[cH:40]1.[CH3:55][c:56]1[cH:57][cH:58][cH:59][cH:60][cH:61]1.[OH2:54].[cH:62]1[cH:63][cH:64][c:65]([P:66]([Pd:67]([P:68]([c:69]2[cH:70][cH:71][cH:72][cH:73][cH:74]2)([c:75]2[cH:76][cH:77][cH:78][cH:79][cH:80]2)[c:81]2[cH:82][cH:83][cH:84][cH:85][cH:86]2)([P:87]([c:88]2[cH:89][cH:90][cH:91][cH:92][cH:93]2)([c:94]2[cH:95][cH:96][cH:97][cH:98][cH:99]2)[c:100]2[cH:101][cH:102][cH:103][cH:104][cH:105]2)[P:106]([c:107]2[cH:108][cH:109][cH:110][cH:111][cH:112]2)([c:113]2[cH:114][cH:115][cH:116][cH:117][cH:118]2)[c:119]2[cH:120][cH:121][cH:122][cH:123][cH:124]2)([c:125]2[cH:126][cH:127][cH:128][cH:129][cH:130]2)[c:131]2[cH:132][cH:133][cH:134][cH:135][cH:136]2)[cH:137][cH:138]1>>[C:1]([CH3:2])([CH3:3])([CH3:4])[O:5][C:6](=[O:7])[NH:8][CH:9]1[CH2:10][O:11][CH2:12][CH2:13][CH:14]1[NH:15][c:16]1[c:17]([F:34])[c:18]2[c:19]([c:20](-[c:39]3[s:38][n:37][c:36]([CH3:35])[cH:40]3)[n:21]1)[C:23](=[O:33])[N:24]([C:26](=[O:27])[O:28][C:29]([CH3:30])([CH3:31])[CH3:32])[CH2:25]2. The reactants are CC(C)OP(=O)(COC(C)COCc1ccccc1)OC(C)C, CCO, C1=CCCCC1, [OH-], [OH-], [Pd+2]. The product is CC(C)OP(=O)(COC(C)CO)OC(C)C. RXN SMILES: [CH2:1]([c:2]1[cH:3][cH:4][cH:5][cH:6][cH:7]1)[O:8][CH2:9][CH:10]([CH3:11])[O:12][CH2:13][P:14](=[O:15])([O:16][CH:17]([CH3:18])[CH3:19])[O:20][CH:21]([CH3:22])[CH3:23].[CH2:33]([OH:34])[CH3:35].[CH:27]1=[CH:32][CH2:31][CH2:30][CH2:29][CH2:28]1.[OH-:24].[OH-:26].[Pd+2:25]>>[OH:8][CH2:9][CH:10]([CH3:11])[O:12][CH2:13][P:14](=[O:15])([O:16][CH:17]([CH3:18])[CH3:19])[O:20][CH:21]([CH3:22])[CH3:23]. The reactants are FC(C=1C=C(C=CC1)C1C(CCCC1)=O)(F)F (2-(3-Trifluoromethyl-phenyl)-cyclohexanone), C(C)(C)(C)OC(N(C)C)N(C)C (tert.-butoxy-bis-(dimethylamino)-methane). The product is CN(C=C1CCCC(C1=O)C1=CC(=CC=C1)C(F)(F)F)C (6-[1-Dimethylamino-methylidene]-2-(3-trifluoromethyl-phenyl)-cyclohexanone). RXN SMILES: [F:1][C:2]([F:17])([F:16])[C:3]1[CH:4]=[C:5]([CH:9]2[CH2:14][CH2:13][CH2:12][CH2:11][C:10]2=[O:15])[CH:6]=[CH:7][CH:8]=1.C(O[CH:23](N(C)C)[N:24]([CH3:26])[CH3:25])(C)(C)C>>[CH3:23][N:24]([CH3:26])[CH:25]=[C:11]1[C:10](=[O:15])[CH:9]([C:5]2[CH:6]=[CH:7][CH:8]=[C:3]([C:2]([F:16])([F:17])[F:1])[CH:4]=2)[CH2:14][CH2:13][CH2:12]1. Procedure details: 2-(3-Trifluoromethyl-phenyl)-cyclohexanone (106 mg, 0.44 mmol) was reacted with tert.-butoxy-bis-(dimethylamino)-methane using in analogous manner the procedure described in example 45a), to give crude title compound (132 mg) as a red oil which was used directly in the next step. MS ISP (m/e): 298.0 [(M+H)+] The reactants are [OH-].[Na+] (NaOH), C1(=CC=CC=C1)C (toluene), Cl.N1C=NC(=C1)C1(CC2=CC=CC=C2C1)CO ([2,3-dihydro-2-(1H-imidazol-4-yl)-1H-inden-2-yl]methanol hydrochloride), C(C1=CC=CC=C1)Cl (benzyl chloride). Reagents/catalysts: [Br-].C(CCC)[N+](CCCC)(CCCC)CCCC (tetrabutylammonium bromide). The solvent is O (water). Reaction conditions: time 2 hour. Product: C(C1=CC=CC=C1)N1C=NC(=C1)C1(CC2=CC=CC=C2C1)CO ([2-(1-benzyl-1H-imidazol-4-yl)-2,3-dihydro-1H-inden-2-yl]-methanol). As a reaction SMILES: [OH-].[Na+].[C:3]1([CH3:9])[CH:8]=[CH:7][CH:6]=[CH:5][CH:4]=1.Cl.[NH:11]1[CH:15]=[C:14]([C:16]2([CH2:25][OH:26])[CH2:24][C:23]3[C:18](=[CH:19][CH:20]=[CH:21][CH:22]=3)[CH2:17]2)[N:13]=[CH:12]1.C(Cl)C1C=CC=CC=1>[Br-].C([N+](CCCC)(CCCC)CCCC)CCC.O>[CH2:9]([N:11]1[CH:15]=[C:14]([C:16]2([CH2:25][OH:26])[CH2:17][C:18]3[C:23](=[CH:22][CH:21]=[CH:20][CH:19]=3)[CH2:24]2)[N:13]=[CH:12]1)[C:3]1[CH:8]=[CH:7][CH:6]=[CH:5][CH:4]=1 |f:0.1,3.4,6.7|. Procedure: 0,0237 g of tetrabutylammonium bromide, 1 ml of 48% NaOH, 5 ml of toluene, 0,58 g of [2,3-dihydro-2-(1H-imidazol-4-yl)-1H-inden-2-yl]methanol hydrochloride prepared according to example 9a and 0,30 g of benzyl chloride were combined. The mixture was stirred for 2 h at 60°-70° C. Then the mixture was cooled and water was added, toluene was evaporated and the aqueous solution was made acidic while cooling simultaneously. The acid solutation was washed with ether and the product separated as an oil... The reactants are C(#C)[Si](C)(C)C (Ethynyltrimethylsilane), BrC1=CC=C(C(=O)OC)C=C1 (methyl 4-bromobenzoate), PdCl2 (PPh3)2. Reagents/catalysts: [Cu]I (CuI). Run in TEA. Conditions: temperature 90 celsius, time 30 minute. Yields the product C[Si](C)(C)C#CC1=CC=C(C(=O)OC)C=C1 (methyl 4-((trimethylsilyl)ethynyl)benzoate). Isolated yield 95.9%. As a reaction SMILES: [C:1]([Si:3]([CH3:6])([CH3:5])[CH3:4])#[CH:2].Br[C:8]1[CH:17]=[CH:16][C:11]([C:12]([O:14][CH3:15])=[O:13])=[CH:10][CH:9]=1>[Cu]I>[CH3:4][Si:3]([C:1]#[C:2][C:8]1[CH:17]=[CH:16][C:11]([C:12]([O:14][CH3:15])=[O:13])=[CH:10][CH:9]=1)([CH3:6])[CH3:5]. Reported procedure: Ethynyltrimethylsilane (82.4 g, 0.84 mol) was added dropwise over 10 min under a nitrogen atmosphere to a solution of methyl 4-bromobenzoate (150 g, 0.7 mol), PdCl2 (PPh3)2 (15 g, 0.021 mol) and CuI (13 g, 0.07 mol) in TEA (1.5 L) and the reaction was stirred at 90° C. for 30 minutes. Solids were collected by filtration and washed with EtOAc (5×500 mL). The filtrate was concentrated under reduced pressure to give a residue, which was distilled under reduced pressure to yield methyl 4-((trimethyl... Starting materials: C(=O)(C=1NC=CN1)C=1NC=CN1 (carbonyl diimidazole), ClC1=C(C=CC=C1Cl)C1C(=C(NC(=C1C(=O)OC)C)COCC(=O)O)C(=O)OCC (2-{[4-(2,3-dichlorophenyl)-3-ethoxycarbonyl-5-methoxycarbonyl-6-methyl-1,4-dihydropyridin-2-yl]methoxy}acetic acid), N1=CC=CC=C1 (pyridine), CC1(OC(CC(O1)=O)=O)C (2,2-dimethyl-1,3-dioxane-4,6-dione). The solvent is ClCCl (dichloromethane), ClCCl (dichloromethane). Reaction conditions: time 2.5 hour. Yields the product ClC1=C(C=CC=C1Cl)C1C(=C(NC(=C1C(=O)OC)C)COCC(CC(=O)OCC)=O)C(=O)OCC (Ethyl 4-{[4-(2,3-dichlorophenyl)-3-ethoxycarbonyl-5-methoxycarbonyl-6-methyl-1,4-dihydropyridin-2-yl]methoxy}acetoacetate). Yield: 55.8%. RXN SMILES: C(C1NC=CN=1)(C1NC=CN=1)=O.[Cl:13][C:14]1[C:19]([Cl:20])=[CH:18][CH:17]=[CH:16][C:15]=1[CH:21]1[C:26]([C:27]([O:29][CH3:30])=[O:28])=[C:25]([CH3:31])[NH:24][C:23]([CH2:32][O:33][CH2:34]C(O)=O)=[C:22]1[C:38]([O:40][CH2:41][CH3:42])=[O:39].N1C=CC=CC=1.C[C:50]1([CH3:58])[O:55][C:54](=[O:56])[CH2:53][C:52](=[O:57])O1>ClCCl>[Cl:13][C:14]1[C:19]([Cl:20])=[CH:18][CH:17]=[CH:16][C:15]=1[CH:21]1[C:26]([C:27]([O:29][CH3:30])=[O:28])=[C:25]([CH3:31])[NH:24][C:23]([CH2:32][O:33][CH2:34][C:52](=[O:57])[CH2:53][C:54]([O:55][CH2:50][CH3:58])=[O:56])=[C:22]1[C:38]([O:40][CH2:41][CH3:42])=[O:39]. Procedure: A solution of carbonyl diimidazole (5.20 g) and 2-{[4-(2,3-dichlorophenyl)-3-ethoxycarbonyl-5-methoxycarbonyl-6-methyl-1,4-dihydropyridin-2-yl]methoxy}acetic acid (14.00 g) in dichloromethane (200 ml) was stirred at room temperature under nitrogen for 2 hours and then added to a solution of pyridine (2.40 g) and 2,2-dimethyl-1,3-dioxane-4,6-dione (4.56 g) in dichloromethane (200 ml) over 8 minutes. The mixture was stirred at room temperature for 2.5 hours, washed successively with water, ice-col... Reactants: Cc1ccccc1, CC(=O)c1cccc(F)c1F, CCOC(=O)C(=O)C(=O)OCC. The product is CCOC(=O)C(O)(CC(=O)c1cccc(F)c1F)C(=O)OCC. RXN SMILES: [CH3:24][c:25]1[cH:26][cH:27][cH:28][cH:29][cH:30]1.[F:1][c:2]1[c:3]([C:9]([CH3:10])=[O:11])[cH:4][cH:5][cH:6][c:7]1[F:8].[O:12]=[C:13]([C:14](=[O:15])[O:16][CH2:17][CH3:18])[C:19](=[O:20])[O:21][CH2:22][CH3:23]>>[F:1][c:2]1[c:3]([C:9]([CH2:10][C:13]([OH:12])([C:14](=[O:15])[O:16][CH2:17][CH3:18])[C:19](=[O:20])[O:21][CH2:22][CH3:23])=[O:11])[cH:4][cH:5][cH:6][c:7]1[F:8].